Dataset: the Open Reaction Database (ORD), a public repository of structured organic reaction records. Task: describe an organic reaction: reactants, conditions, products, and yield Reactants: BrC1=CC(=C(C=C1)C(CC(C=O)(C(F)(F)F)O)(C)C)OC (4-(4-bromo-2-methoxyphenyl)-2-hydroxy-4-methyl-2-trifluoromethyl-pentanal), NC1=C2CC(NC2=CC=C1)=O (4-amino-1,3-dihydroindol-2-one). Solvent: C(C)(=O)O (acetic acid). Product: BrC1=CC(=C(C=C1)C(CC(C=NC1=C2CC(NC2=CC=C1)=O)(C(F)(F)F)O)(C)C)OC (4-{[4-(4-Bromo-2-methoxyphenyl)-2-hydroxy-4-methyl-2-(trifluoromethyl)-pentylidene]amino}-1,3-dihydroindol-2-one). Yield: 58.2%. RXN SMILES: [Br:1][C:2]1[CH:7]=[CH:6][C:5]([C:8]([CH3:19])([CH3:18])[CH2:9][C:10]([OH:17])([C:13]([F:16])([F:15])[F:14])[CH:11]=O)=[C:4]([O:20][CH3:21])[CH:3]=1.[NH2:22][C:23]1[CH:31]=[CH:30][CH:29]=[C:28]2[C:24]=1[CH2:25][C:26](=[O:32])[NH:27]2>C(O)(=O)C>[Br:1][C:2]1[CH:7]=[CH:6][C:5]([C:8]([CH3:18])([CH3:19])[CH2:9][C:10]([OH:17])([C:13]([F:16])([F:15])[F:14])[CH:11]=[N:22][C:23]2[CH:31]=[CH:30][CH:29]=[C:28]3[C:24]=2[CH2:25][C:26](=[O:32])[NH:27]3)=[C:4]([O:20][CH3:21])[CH:3]=1. Procedure: 300 mg (0.812 mmol) of 4-(4-bromo-2-methoxyphenyl)-2-hydroxy-4-methyl-2-trifluoromethyl-pentanal is stirred in 1.5 ml of glacial acetic acid with 120.4 mg (0.812 mmol) of 4-amino-1,3-dihydroindol-2-one over a weekend at room temperature. The reaction mixture is evaporated until a dry state is reached, and the residue is put on a Flashmaster column. 235.9 mg (58.1%) of the desired imine is isolated. The reactants are C(C)(=O)OC=1C=C(C=C2N3CC4N(C4C(C(C12)COC(N)=O)(O3)OC(C)=O)C(C)=O)C=O (11-acetyl-8-carbamoyloxymethyl-4-formyl-14-oxa-1,11-diazatetracyclo[7.4.1.02,7.010,12 ]tetradeca-2,4,6-trien-6,9-diyl diacetate), C([O-])(O)=O.[Na+] (sodium bicarbonate), C(C)(=O)O (acetic acid). Solvent: CO (methanol). Reaction conditions: time 2.5 hour. Product: C(C)(=O)OC12C(C3=C(C=C(C=C3N(CC3N(C13)C(C)=O)O2)C=O)O)COC(N)=O (11-acetyl-8-carbamoyloxymethyl-4-formyl-6-hydroxy-14-oxa-1,11-diazatetracyclo[7.4.1.02,7.010,12 ]tetradeca-2,4,6-trien-9-yl acetate). Isolated yield 55.2%. RXN SMILES: C([O:4][C:5]1[CH:6]=[C:7]([CH:31]=[O:32])[CH:8]=[C:9]2[C:17]=1[CH:16]([CH2:18][O:19][C:20](=[O:22])[NH2:21])[C:15]1([O:24][C:25](=[O:27])[CH3:26])[O:23][N:10]2[CH2:11][CH:12]2[CH:14]1[N:13]2[C:28](=[O:30])[CH3:29])(=O)C.C(=O)(O)[O-].[Na+].C(O)(=O)C>CO>[C:25]([O:24][C:15]12[O:23][N:10]([CH2:11][CH:12]3[CH:14]1[N:13]3[C:28](=[O:30])[CH3:29])[C:9]1[C:17](=[C:5]([OH:4])[CH:6]=[C:7]([CH:31]=[O:32])[CH:8]=1)[CH:16]2[CH2:18][O:19][C:20](=[O:22])[NH2:21])(=[O:27])[CH3:26] |f:1.2|. Reported procedure: To a solution of 11-acetyl-8-carbamoyloxymethyl-4-formyl-14-oxa-1,11-diazatetracyclo[7.4.1.02,7.010,12 ]tetradeca-2,4,6-trien-6,9-diyl diacetate (52 mg) in methanol (5 ml) was added sodium bicarbonate (10 mg) in an ice-water bath. The mixture was stirred for 30 minutes in an ice-water bath and for additional 2.5 hours at ambient temperature. To the reaction mixture was added acetic acid to adjust the pH value to about 6 in an ice-water bath and the mixture was evaporated in vacuo. The residue wa... The reactants are Cc1ccc(NCc2ccc(N(C)C)cc2)c(C)c1, CC(C)c1cccc(C(C)C)c1N=C=O. Product: Cc1ccc(N(Cc2ccc(N(C)C)cc2)C(=O)Nc2c(C(C)C)cccc2C(C)C)c(C)c1. As a reaction SMILES: [CH3:1][N:2]([c:3]1[cH:4][cH:5][c:6]([CH2:9][NH:10][c:11]2[c:12]([CH3:18])[cH:13][c:14]([CH3:17])[cH:15][cH:16]2)[cH:7][cH:8]1)[CH3:19].[CH:20]([CH3:21])([CH3:22])[c:23]1[c:24]([N:32]=[C:33]=[O:34])[c:25]([CH:29]([CH3:30])[CH3:31])[cH:26][cH:27][cH:28]1>>[CH3:1][N:2]([c:3]1[cH:4][cH:5][c:6]([CH2:9][N:10]([c:11]2[c:12]([CH3:18])[cH:13][c:14]([CH3:17])[cH:15][cH:16]2)[C:33]([NH:32][c:24]2[c:23]([CH:20]([CH3:21])[CH3:22])[cH:28][cH:27][cH:26][c:25]2[CH:29]([CH3:30])[CH3:31])=[O:34])[cH:7][cH:8]1)[CH3:19]. Starting materials: N1(N=CC=C1)CC12CC3(CC(CC(C1)C3)C2)S (3-(1H-pyrazol-1-ylmethyl)tricyclo[3.3.1.13,7]decane-1-thiol), C[O-].[Na+] (sodium methoxide), IC (Iodomethane). Solvent: CO (methanol). Yields the product CSC12CC3(CC(CC(C1)C3)C2)CN2N=CC=C2 (1-{[3-(methylsulfanyl)tricyclo[3.3.1.13,7]dec-1-yl]methyl}-1H-pyrazole). Reaction SMILES: [N:1]1([CH2:6][C:7]23[CH2:16][CH:11]4[CH2:12][CH:13]([CH2:15][C:9]([SH:17])([CH2:10]4)[CH2:8]2)[CH2:14]3)[CH:5]=[CH:4][CH:3]=[N:2]1.[CH3:18][O-].[Na+].IC>CO>[CH3:18][S:17][C:9]12[CH2:10][CH:11]3[CH2:12][CH:13]([CH2:14][C:7]([CH2:6][N:1]4[CH:5]=[CH:4][CH:3]=[N:2]4)([CH2:16]3)[CH2:8]1)[CH2:15]2 |f:1.2|. Procedure details: To a solution of EXAMPLE 81A (300 mg) in methanol (2 mL) was added sodium methoxide (4 mL, 0.5 M in methanol). Iodomethane (0.5 mL) was added, and the reaction heated to reflux for 3 hours. The reaction was cooled to room temperature and concentrated to dryness. The residue war purified by reverse phase HPLC, eluting with a gradient of 30% to 100% acetonitrile in water containing 0.1% v/v trifluoroacetic acid, to give the title product. The reactants are COC=1C=C2C(=CC=NC2=CC1OC)OC1=CC=C(N)C=C1 (4-[(6,7-Dimethoxy-4-quinolyl)oxy]aniline), ClC(Cl)(OC(OC(Cl)(Cl)Cl)=O)Cl (triphosgene), C([O-])(O)=O.[Na+] (sodium bicarbonate), C1(CCCCC1)CCO (2-cyclohexyl-1-ethanol). Run in C(C)N(CC)CC (triethylamine), C1(=CC=CC=C1)C (toluene), C(Cl)Cl (methylene chloride). Yields the product COC=1C=C2C(=CC=NC2=CC1OC)OC1=CC=C(C=C1)NC(OCCC1CCCCC1)=O (2-Cyclohexylethyl N-{4-[(6,7-dimethoxy-4-quinolyl)oxy]phenyl}carbamate). The yield is 82.9%. As a reaction SMILES: [CH3:1][O:2][C:3]1[CH:4]=[C:5]2[C:10](=[CH:11][C:12]=1[O:13][CH3:14])[N:9]=[CH:8][CH:7]=[C:6]2[O:15][C:16]1[CH:22]=[CH:21][C:19]([NH2:20])=[CH:18][CH:17]=1.Cl[C:24](Cl)([O:26][C:27](=[O:33])OC(Cl)(Cl)Cl)Cl.[CH:35]1([CH2:41]CO)[CH2:40][CH2:39][CH2:38][CH2:37][CH2:36]1.C(=O)(O)[O-].[Na+]>C(Cl)Cl.C(N(CC)CC)C.C1(C)C=CC=CC=1>[CH3:1][O:2][C:3]1[CH:4]=[C:5]2[C:10](=[CH:11][C:12]=1[O:13][CH3:14])[N:9]=[CH:8][CH:7]=[C:6]2[O:15][C:16]1[CH:22]=[CH:21][C:19]([NH:20][C:27](=[O:33])[O:26][CH2:24][CH2:41][CH:35]2[CH2:40][CH2:39][CH2:38][CH2:37][CH2:36]2)=[CH:18][CH:17]=1 |f:3.4|. Procedure: 4-[(6,7-Dimethoxy-4-quinolyl)oxy]aniline (50 mg) was added to toluene (5 ml), and triethylamine (0.5 ml), and the mixture was heated under reflux to prepare a solution. A solution of triphosgene (77 mg) in methylene chloride was then added thereto, and the mixture was heated under reflux for 10 min. Next, 2-cyclohexyl-1-ethanol (33 mg) was added thereto, and the mixture was further stirred with heating under reflux for 3 hr. A saturated aqueous sodium bicarbonate solution was added to stop the r...